This data is from the Open Reaction Database (ORD), a public repository of structured organic reaction records. The task is: describe an organic reaction: reactants, conditions, products, and yield Starting materials: C[O-].[Na+] (NaOMe), ClCC1=CC(=C(C=C1)C)[N+](=O)[O-] (4-chloromethyl-1-methyl-2-nitro-benzene), O (Water). Run in CO (MeOH). Run at time 16 hour. The product is COCC1=CC(=C(C=C1)C)[N+](=O)[O-] (4-Methoxymethyl-1-methyl-2-nitro-benzene). As a reaction SMILES: [CH3:1][O-:2].[Na+].Cl[CH2:5][C:6]1[CH:11]=[CH:10][C:9]([CH3:12])=[C:8]([N+:13]([O-:15])=[O:14])[CH:7]=1.O>CO>[CH3:1][O:2][CH2:5][C:6]1[CH:11]=[CH:10][C:9]([CH3:12])=[C:8]([N+:13]([O-:15])=[O:14])[CH:7]=1 |f:0.1|. Reported procedure: To a solution of NaOMe (1.6 g, 29.63 mmol) in dry MeOH (40 mL) under inert atmosphere was added 4-chloromethyl-1-methyl-2-nitro-benzene (5.0 g, 26.94 mmol). The reaction mixture was stirred at room temperature for 16 h. Water was added and EtOH was removed under reduced pressure. The crude product was extracted with DCM (2 times) and the organic layer was washed with water, then with a saturated solution of NaCl, dried over MgSO4 and concentrated to give intermediate II-l as yellow oil. 1H NMR (... Starting materials: C(CCC)C=1N(C(=C(N1)C(C(C)(C)C)O)C#N)CC1=CC=C(C=C1)C1=C(C=CC=C1)C1=NN=NN1C(C1=CC=CC=C1)(C1=CC=CC=C1)C1=CC=CC=C1 (2-butyl-4-(1-hydroxy-2,2-dimethylpropyl)-1-{4-[2-(trityltetrazol-5-yl)phenyl]phenyl}methylimidazole-5-carbonitrile). Solvent: C(C)(=O)O (acetic acid). Yields the product C(CCC)C=1N(C(=C(N1)C(C(C)(C)C)O)C#N)CC1=CC=C(C=C1)C1=C(C=CC=C1)C1=NN=NN1 (2-Butyl-4-(1-Hydroxy-2,2-dimethylpropyl)-1-{4-[2-(tetrazol-5-yl)phenyl]phenyl}methylimidazole-5-carbonitrile). Yield: 98.5%. RXN SMILES: [CH2:1]([C:5]1[N:6]([CH2:18][C:19]2[CH:24]=[CH:23][C:22]([C:25]3[CH:30]=[CH:29][CH:28]=[CH:27][C:26]=3[C:31]3[N:35](C(C4C=CC=CC=4)(C4C=CC=CC=4)C4C=CC=CC=4)[N:34]=[N:33][N:32]=3)=[CH:21][CH:20]=2)[C:7]([C:16]#[N:17])=[C:8]([CH:10]([OH:15])[C:11]([CH3:14])([CH3:13])[CH3:12])[N:9]=1)[CH2:2][CH2:3][CH3:4]>C(O)(=O)C>[CH2:1]([C:5]1[N:6]([CH2:18][C:19]2[CH:20]=[CH:21][C:22]([C:25]3[CH:30]=[CH:29][CH:28]=[CH:27][C:26]=3[C:31]3[NH:35][N:34]=[N:33][N:32]=3)=[CH:23][CH:24]=2)[C:7]([C:16]#[N:17])=[C:8]([CH:10]([OH:15])[C:11]([CH3:13])([CH3:14])[CH3:12])[N:9]=1)[CH2:2][CH2:3][CH3:4]. Reported procedure: Following a procedure similar to that described in Example 74(c), but using 1.00 g of 2-butyl-4-(1-hydroxy-2,2-dimethylpropyl)-1-{4-[2-(trityltetrazol-5-yl)phenyl]phenyl}methylimidazole-5-carbonitrile [prepared as described in step (b) above] in 75% v/v aqueous acetic acid, 0.65 g of the title compound was obtained as a glass.